From a dataset of the Open Reaction Database (ORD), a public repository of structured organic reaction records. describe an organic reaction: reactants, conditions, products, and yield Reactants: OC1=CC=C(C(=O)[O-])C=C1.[Na+] (Sodium p-hydroxybenzoate), C(C1=CC=CC=C1)Cl (benzyl chloride). Run in CN(C=O)C (dimethylformamide). Yields the product OC1=CC=C(C(=O)OCC2=CC=CC=C2)C=C1 (Benzyl p-hydroxybenzoate). Isolated yield 74.0%. As a reaction SMILES: [OH:1][C:2]1[CH:10]=[CH:9][C:5]([C:6]([O-:8])=[O:7])=[CH:4][CH:3]=1.[Na+].[CH2:12](Cl)[C:13]1[CH:18]=[CH:17][CH:16]=[CH:15][CH:14]=1>CN(C)C=O>[OH:1][C:2]1[CH:10]=[CH:9][C:5]([C:6]([O:8][CH2:12][C:13]2[CH:18]=[CH:17][CH:16]=[CH:15][CH:14]=2)=[O:7])=[CH:4][CH:3]=1 |f:0.1|. Reported procedure: Sodium p-hydroxybenzoate (64 g) and 51 g of benzyl chloride were added to 150 g of dimethylformamide, and reacted at 100° C. for 3 hours. Benzyl p-hydroxybenzoate was obtained in a yield of 74%. The ratio of benzyl p-benzyloxybenzoate, a by-product, formed was 10%.